This data is from the Open Reaction Database (ORD), a public repository of structured organic reaction records. The task is: describe an organic reaction: reactants, conditions, products, and yield Starting materials: [Al+3], N#CC1CN(C(c2ccccc2)c2ccccc2)C1, [H-], [H-], [H-], [H-], [Li+], [Na+], C1CCOC1, [OH-], O. The product is NCC1CN(C(c2ccccc2)c2ccccc2)C1. As a reaction SMILES: [Al+3:2].[C:7](#[N:8])[CH:9]1[CH2:10][N:11]([CH:13]([c:14]2[cH:15][cH:16][cH:17][cH:18][cH:19]2)[c:20]2[cH:21][cH:22][cH:23][cH:24][cH:25]2)[CH2:12]1.[H-:1].[H-:4].[H-:5].[H-:6].[Li+:3].[Na+:28].[O:29]1[CH2:30][CH2:31][CH2:32][CH2:33]1.[OH-:27].[OH2:26]>>[CH2:7]([NH2:8])[CH:9]1[CH2:10][N:11]([CH:13]([c:14]2[cH:15][cH:16][cH:17][cH:18][cH:19]2)[c:20]2[cH:21][cH:22][cH:23][cH:24][cH:25]2)[CH2:12]1. The reactants are C[N+]1([O-])CCOCC1, CCC[N+](CCC)(CCC)CCC, OC1CCC2C(CC3CC3)C12, ClCCl, O=[Ru](=O)(=O)[O-]. Product: O=C1CCC2C(CC3CC3)C12. RXN SMILES: [CH3:12][N+:13]1([O-:14])[CH2:15][CH2:16][O:17][CH2:18][CH2:19]1.[CH3:23][CH2:24][CH2:25][N+:26]([CH2:27][CH2:28][CH3:29])([CH2:30][CH2:31][CH3:32])[CH2:33][CH2:34][CH3:35].[CH:1]1([CH2:4][CH:5]2[CH:6]3[CH2:7][CH2:8][CH:9]([OH:11])[CH:10]23)[CH2:2][CH2:3]1.[Cl:20][CH2:21][Cl:22].[O:36]=[Ru:37](=[O:38])([O-:39])=[O:40]>>[CH:1]1([CH2:4][CH:5]2[CH:6]3[CH2:7][CH2:8][C:9](=[O:11])[CH:10]23)[CH2:2][CH2:3]1. Starting materials: C(C1=CC=CC=C1)C(C(=O)OCC1=CC=CC=C1)=C (Benzyl 2-Benzylacrylate), N1C=NC=C1 (imidazole). The solvent is C(C)#N (acetonitrile). Yields the product C(C1=CC=CC=C1)C(C(=O)OCC1=CC=CC=C1)CN1C=NC=C1 (Benzyl (2RS)-2-Benzyl-3-(imidazol-1-yl)propionate). The yield is 94.7%. RXN SMILES: [CH2:1]([C:8](=[CH2:19])[C:9]([O:11][CH2:12][C:13]1[CH:18]=[CH:17][CH:16]=[CH:15][CH:14]=1)=[O:10])[C:2]1[CH:7]=[CH:6][CH:5]=[CH:4][CH:3]=1.[NH:20]1[CH:24]=[CH:23][N:22]=[CH:21]1>C(#N)C>[CH2:1]([CH:8]([CH2:19][N:20]1[CH:24]=[CH:23][N:22]=[CH:21]1)[C:9]([O:11][CH2:12][C:13]1[CH:18]=[CH:17][CH:16]=[CH:15][CH:14]=1)=[O:10])[C:2]1[CH:3]=[CH:4][CH:5]=[CH:6][CH:7]=1. Procedure details: The resultant compound from Example 73 (10.00 g, 36.93 mmol) and imidazole (5.40 g, 79.3 mmol) in acetonitrile (10 mL) were heated at reflux for 44 h. The mixture was evaporated and the residue was chromatographed on silica gel with 2% methanol in chloroform to afford 11.20 g (88%) of the desired product as an oil: TLC (5% methanol/95% chloroform) Rf =0.35; 1H-NMR (CDCl3) 7.38 (s, 1H), 7.38-7.05 (m, 10H), 7.00 (dd, 1H), 6.80 (dd, 1H), 5.03 (d, 1H), 4.99 (d, 1H), 4.25 (1H), 4.03 (dd, 1H), 3.22-3.... Starting materials: CC(C)(C)[Si](C)(C)OC1CN(c2ccc([N+](=O)[O-])nc2)C1, CCO, [Cl-], [Fe], [NH4+]. Yields the product CC(C)(C)[Si](C)(C)OC1CN(c2ccc(N)nc2)C1. Reaction SMILES: [C:1]([CH3:2])([CH3:3])([CH3:4])[Si:5]([O:6][CH:7]1[CH2:8][N:9]([c:11]2[cH:12][cH:13][c:14]([N+:17]([O-:18])=[O:19])[n:15][cH:16]2)[CH2:10]1)([CH3:20])[CH3:21].[CH3:24][CH2:25][OH:26].[Cl-:22].[Fe:27].[NH4+:23]>>[C:1]([CH3:2])([CH3:3])([CH3:4])[Si:5]([O:6][CH:7]1[CH2:8][N:9]([c:11]2[cH:12][cH:13][c:14]([NH2:17])[n:15][cH:16]2)[CH2:10]1)([CH3:20])[CH3:21].